This data is from the Open Reaction Database (ORD), a public repository of structured organic reaction records. The task is: describe an organic reaction: reactants, conditions, products, and yield Reactants: C1(=CC=CC=C1)[Si](Cl)(Cl)C1=CC=CC=C1 (diphenyldichlorosilane), C(OC)(OC1=NC(=C(C=C1Cl)Cl)Cl)=O (methyl 3,5,6-trichloro-2-pyridyl carbonate). Reagents/catalysts: [Cl-].C(CCC)[N+](CCCC)(CCCC)CCCC (tetrabutylammonium chloride). The product is C1(=CC=CC=C1)[Si](OC1=NC(=C(C=C1Cl)Cl)Cl)(OC1=NC(=C(C=C1Cl)Cl)Cl)C1=CC=CC=C1 (diphenyl bis(3,5,6-trichloro-2-pyridyloxy)silane). Reaction SMILES: [C:1]1([Si:7]([C:10]2[CH:15]=[CH:14][CH:13]=[CH:12][CH:11]=2)(Cl)Cl)[CH:6]=[CH:5][CH:4]=[CH:3][CH:2]=1.C(=O)([O:19][C:20]1[C:25]([Cl:26])=[CH:24][C:23]([Cl:27])=[C:22]([Cl:28])[N:21]=1)OC>[Cl-].C([N+](CCCC)(CCCC)CCCC)CCC>[C:1]1([Si:7]([C:10]2[CH:15]=[CH:14][CH:13]=[CH:12][CH:11]=2)([O:19][C:20]2[C:25]([Cl:26])=[CH:24][C:23]([Cl:27])=[C:22]([Cl:28])[N:21]=2)[O:19][C:20]2[C:25]([Cl:26])=[CH:24][C:23]([Cl:27])=[C:22]([Cl:28])[N:21]=2)[CH:6]=[CH:5][CH:4]=[CH:3][CH:2]=1 |f:2.3|. Procedure details: In the manner described in Examples 1-7, diphenyldichlorosilane was reacted with about two moles of methyl 3,5,6-trichloro-2-pyridyl carbonate in the presence of tetrabutylammonium chloride to produce a good yield of diphenyl bis(3,5,6-trichloro-2-pyridyloxy)silane, a crystalline solid.